From a dataset of the Open Reaction Database (ORD), a public repository of structured organic reaction records. describe an organic reaction: reactants, conditions, products, and yield Starting materials: ClC1=CC=C2C(=C1)NC(C21C(NC(CC1C1=C(C=CC(=C1)Cl)OCC(C)(C)C(=O)O)=O)C1=C(C=CC(=C1)F)C)=O (racemic (2′S,3S,4′R)-6-chloro-4′-[5-chloro-2-(2-hydroxycarbonyl-2-methyl-propoxy)-phenyl]-2′-(5-fluoro-2-methylphenyl)spiro[3H-indole-3,3′-piperidine]-2,6′(1H)-dione), N1CCCC1 (pyrrolidine), CCN=C=NCCCN(C)C.Cl (EDC.HCl), C=1C=CC2=C(C1)N=NN2O (HOBt), CCN(C(C)C)C(C)C (DIPEA). The solvent is C1CCOC1 (THF). Reaction conditions: time 4 hour. Yields the product ClC1=CC=C2C(=C1)NC(C21C(NC(CC1C1=C(C=CC(=C1)Cl)OCC(C(N1CCCC1)=O)(C)C)=O)C1=C(C=CC(=C1)F)C)=O (Racemic (2′S,3S,4′R)-6-chloro-4′-[5-chloro-2-(2,2-dimethyl-3-oxo-3-pyrrolidin-1-yl-propoxy)-phenyl]-2′-(5-fluoro-2-methylphenyl)spiro[3H-indole-3,3′-piperidine]-2,6′(1H)-dione). Yield: 17.9%. RXN SMILES: [Cl:1][C:2]1[CH:7]=[C:6]2[NH:8][C:9](=[O:40])[C:10]3([CH:15]([C:16]4[CH:21]=[C:20]([Cl:22])[CH:19]=[CH:18][C:17]=4[O:23][CH2:24][C:25]([C:28](O)=[O:29])([CH3:27])[CH3:26])[CH2:14][C:13](=[O:31])[NH:12][CH:11]3[C:32]3[CH:37]=[C:36]([F:38])[CH:35]=[CH:34][C:33]=3[CH3:39])[C:5]2=[CH:4][CH:3]=1.[NH:41]1[CH2:45][CH2:44][CH2:43][CH2:42]1.CCN=C=NCCCN(C)C.Cl.C1C=CC2N(O)N=NC=2C=1.CCN(C(C)C)C(C)C>C1COCC1>[Cl:1][C:2]1[CH:7]=[C:6]2[NH:8][C:9](=[O:40])[C:10]3([CH:15]([C:16]4[CH:21]=[C:20]([Cl:22])[CH:19]=[CH:18][C:17]=4[O:23][CH2:24][C:25]([CH3:26])([CH3:27])[C:28](=[O:29])[N:41]4[CH2:45][CH2:44][CH2:43][CH2:42]4)[CH2:14][C:13](=[O:31])[NH:12][CH:11]3[C:32]3[CH:37]=[C:36]([F:38])[CH:35]=[CH:34][C:33]=3[CH3:39])[C:5]2=[CH:4][CH:3]=1 |f:2.3|. Procedure details: To a mixture of racemic (2′S,3S,4′R)-6-chloro-4′-[5-chloro-2-(2-hydroxycarbonyl-2-methyl-propoxy)-phenyl]-2′-(5-fluoro-2-methylphenyl)spiro[3H-indole-3,3′-piperidine]-2,6′(1H)-dione (40 mg, 0.07 mmol), pyrrolidine (0.0083 mL, 0.1 mmol), EDC.HCl (20 mg, 0.1 mmol), and HOBt (14 mg, 0.1 mmol) in THF (5 mL) was added DIPEA (0.018 mL, 0.2 mmol) at rt. The reaction mixture was stirred for 4 h, then concentrated and partitioned between ethyl acetate and water. The organic layer was separated, and the a... The reactants are COC1=CC=C2C=CC(=CC2=C1)OS(=O)(=O)C(F)(F)F (7-methoxy-2-trifluoromethanesulfonyloxynaphthalene), CN(C=O)C (dimethylformamide), O (water), C(C)(=O)OCC (ethyl acetate). Reagents/catalysts: [C-]#N.[Zn+2].[C-]#N (zinc cyanide), [Pd].C1(=CC=CC=C1)P(C1=CC=CC=C1)C1=CC=CC=C1.C1(=CC=CC=C1)P(C1=CC=CC=C1)C1=CC=CC=C1.C1(=CC=CC=C1)P(C1=CC=CC=C1)C1=CC=CC=C1.C1(=CC=CC=C1)P(C1=CC=CC=C1)C1=CC=CC=C1 (tetrakis(triphenylphosphine) palladium). Run at temperature 80 celsius, time 1 hour. The product is COC1=CC=C2C=CC(=CC2=C1)C#N (7-Methoxynaphthalene-2-carbonitrile). RXN SMILES: [CH3:1][O:2][C:3]1[CH:12]=[C:11]2[C:6]([CH:7]=[CH:8][C:9](OS(C(F)(F)F)(=O)=O)=[CH:10]2)=[CH:5][CH:4]=1.O.C(OCC)(=O)C.[CH3:28][N:29](C)C=O>[C-]#N.[Zn+2].[C-]#N.[Pd].C1(P(C2C=CC=CC=2)C2C=CC=CC=2)C=CC=CC=1.C1(P(C2C=CC=CC=2)C2C=CC=CC=2)C=CC=CC=1.C1(P(C2C=CC=CC=2)C2C=CC=CC=2)C=CC=CC=1.C1(P(C2C=CC=CC=2)C2C=CC=CC=2)C=CC=CC=1>[CH3:1][O:2][C:3]1[CH:12]=[C:11]2[C:6]([CH:7]=[CH:8][C:9]([C:28]#[N:29])=[CH:10]2)=[CH:5][CH:4]=1 |f:4.5.6,7.8.9.10.11|. Reported procedure: To a solution of 7-methoxy-2-trifluoromethanesulfonyloxynaphthalene (2.23 g) in dimethylformamide (8.9 ml) were added zinc cyanide (598 mg) and tetrakis(triphenylphosphine) palladium (337 mg) at room temperature, and the mixture was stirred at 80° C. for 1 hour. After completion of the reaction, water and ethyl acetate were added and insoluble material was removed. The organic layer was separated and concentrated, and the obtained residue was purified by silica gel column chromatography (hexane:... Starting materials: CO, Cl, [Na+], [OH-], O, CCCc1ccc(-c2c(O)c(C(C)=NNC(=O)c3ccc(C(=O)OC)cc3)nn2C)cc1. Yields the product CCCc1ccc(-c2c(O)c(C(C)=NNC(=O)c3ccc(C(=O)O)cc3)nn2C)cc1. RXN SMILES: [CH3:33][OH:34].[ClH:37].[Na+:36].[OH-:35].[OH2:38].[OH:1][c:2]1[c:3]([C:17]([CH3:18])=[N:19][NH:20][C:21](=[O:22])[c:23]2[cH:24][cH:25][c:26]([C:27](=[O:28])[O:29][CH3:30])[cH:31][cH:32]2)[n:4][n:5]([CH3:16])[c:6]1-[c:7]1[cH:8][cH:9][c:10]([CH2:13][CH2:14][CH3:15])[cH:11][cH:12]1>>[OH:1][c:2]1[c:3]([C:17]([CH3:18])=[N:19][NH:20][C:21](=[O:22])[c:23]2[cH:24][cH:25][c:26]([C:27](=[O:28])[OH:29])[cH:31][cH:32]2)[n:4][n:5]([CH3:16])[c:6]1-[c:7]1[cH:8][cH:9][c:10]([CH2:13][CH2:14][CH3:15])[cH:11][cH:12]1. The reactants are O=C(O)CCC(=O)O, CN(C)C=O, Cc1ccc(Cl)nn1, ClCCl, CCOC(=O)c1ccc(OCCC2CCNCC2)cc1, [Na+], [Na+], O=C([O-])[O-], O. Product: CCOC(=O)c1ccc(OCCC2CCN(c3ccc(C)nn3)CC2)cc1. As a reaction SMILES: [C:9]([OH:10])(=[O:11])[CH2:12][CH2:13][C:14]([OH:15])=[O:16].[CH3:43][N:44]([CH3:45])[CH:46]=[O:47].[Cl:1][c:2]1[n:3][n:4][c:5]([CH3:8])[cH:6][cH:7]1.[Cl:48][CH2:49][Cl:50].[NH:17]1[CH2:18][CH2:19][CH:20]([CH2:23][CH2:24][O:25][c:26]2[cH:27][cH:28][c:29]([C:30](=[O:31])[O:32][CH2:33][CH3:34])[cH:35][cH:36]2)[CH2:21][CH2:22]1.[Na+:37].[Na+:38].[O-:39][C:40](=[O:41])[O-:42].[OH2:51]>>[c:2]1([N:17]2[CH2:18][CH2:19][CH:20]([CH2:23][CH2:24][O:25][c:26]3[cH:27][cH:28][c:29]([C:30](=[O:31])[O:32][CH2:33][CH3:34])[cH:35][cH:36]3)[CH2:21][CH2:22]2)[n:3][n:4][c:5]([CH3:8])[cH:6][cH:7]1. The reactants are COc1cc2nc(N3CCc4c(CBr)cccc4C3)[nH]c(=O)c2cc1OC, O=C([O-])O, C1COCCN1, CS(C)=O, [Na+], O. The product is COc1cc2nc(N3CCc4c(CN5CCOCC5)cccc4C3)[nH]c(=O)c2cc1OC. RXN SMILES: [Br:1][CH2:2][c:3]1[c:4]2[c:9]([cH:10][cH:11][cH:12]1)[CH2:8][N:7]([c:13]1[n:14][c:15]3[cH:16][c:17]([O:26][CH3:27])[c:18]([O:24][CH3:25])[cH:19][c:20]3[c:21](=[O:23])[nH:22]1)[CH2:6][CH2:5]2.[C:34](=[O:35])([OH:36])[O-:37].[CH2:28]1[CH2:29][O:30][CH2:31][CH2:32][NH:33]1.[CH3:40][S:41](=[O:42])[CH3:43].[Na+:38].[OH2:39]>>[CH2:2]([c:3]1[c:4]2[c:9]([cH:10][cH:11][cH:12]1)[CH2:8][N:7]([c:13]1[n:14][c:15]3[cH:16][c:17]([O:26][CH3:27])[c:18]([O:24][CH3:25])[cH:19][c:20]3[c:21](=[O:23])[nH:22]1)[CH2:6][CH2:5]2)[N:33]1[CH2:28][CH2:29][O:30][CH2:31][CH2:32]1. Starting materials: CN(C)C=O, CCOC(C)=O, COc1cc(Nc2csc3cnc(Cl)nc23)cc(OC)c1OC, [H-], CI, [Na+]. Product: COc1cc(N(C)c2csc3cnc(Cl)nc23)cc(OC)c1OC. Reaction SMILES: [CH3:28][N:29]([CH3:30])[CH:31]=[O:32].[CH3:33][CH2:34][O:35][C:36](=[O:37])[CH3:38].[Cl:1][c:2]1[n:3][cH:4][c:5]2[c:6]([n:7]1)[c:8]([NH:11][c:12]1[cH:13][c:14]([O:22][CH3:23])[c:15]([O:20][CH3:21])[c:16]([O:18][CH3:19])[cH:17]1)[cH:9][s:10]2.[H-:24].[I:26][CH3:27].[Na+:25]>>[Cl:1][c:2]1[n:3][cH:4][c:5]2[c:6]([n:7]1)[c:8]([N:11]([c:12]1[cH:13][c:14]([O:22][CH3:23])[c:15]([O:20][CH3:21])[c:16]([O:18][CH3:19])[cH:17]1)[CH3:27])[cH:9][s:10]2.